From a dataset of the Open Reaction Database (ORD), a public repository of structured organic reaction records. describe an organic reaction: reactants, conditions, products, and yield Starting materials: C(C)(C)(C)OC(CNCC1=C(C=C(C=C1)[N+](=O)[O-])N)=O ((2-amino-4-nitro-benzylamino)-acetic acid tert-butyl ester), C(=O)(C(F)(F)F)O (TFA). Product: NC1=C(CN(C(C(F)(F)F)=O)CC(=O)O)C=CC(=C1)[N+](=O)[O-] ([(2-amino-4-nitro-benzyl)-(2,2,2-trifluoro-acetyl)-amino]-acetic acid). Reaction SMILES: C([O:5][C:6](=[O:20])[CH2:7][NH:8][CH2:9][C:10]1[CH:15]=[CH:14][C:13]([N+:16]([O-:18])=[O:17])=[CH:12][C:11]=1[NH2:19])(C)(C)C.[C:21](O)([C:23]([F:26])([F:25])[F:24])=[O:22]>>[NH2:19][C:11]1[CH:12]=[C:13]([N+:16]([O-:18])=[O:17])[CH:14]=[CH:15][C:10]=1[CH2:9][N:8]([CH2:7][C:6]([OH:5])=[O:20])[C:21](=[O:22])[C:23]([F:26])([F:25])[F:24]. Procedure: A solution of (2-amino-4-nitro-benzylamino)-acetic acid tert-butyl ester (0.28 g, 1.0 mmol) was heated at 120° C. for 16 hours in TFA (5 mL). Concentration and chromatography on silica gel with methylene chloride and methanol (20:1) gave 0.3 g of [(2-amino-4-nitro-benzyl)-(2,2,2-trifluoro-acetyl)-amino]-acetic acid. Following a procedure analogous to Example 1848d, [(2-amino-4-nitro-benzyl)-(2,2,2-trifluoro-acetyl)-amino]-acetic acid was converted to 8-nitro-4-(2,2,2-trifluoro-acetyl)-1,3,4,5-te... Reactants: ClC1=NN=C(C2=CC(=CC=C12)C#N)NCC1=CC(=C(C=C1)OC)Cl (1-chloro-4-(3-chloro-4-methoxybenzyl)amino-6-cyanophthalazine), COC1=CC=C(C=C1)OB(O)O (4-methoxyphenylboric acid), C1(=CC=CC=C1)C (toluene), C([O-])([O-])=O.[Na+].[Na+] (sodium carbonate). The reagents and catalysts are C=1C=CC(=CC1)[P](C=2C=CC=CC2)(C=3C=CC=CC3)[Pd]([P](C=4C=CC=CC4)(C=5C=CC=CC5)C=6C=CC=CC6)([P](C=7C=CC=CC7)(C=8C=CC=CC8)C=9C=CC=CC9)[P](C=1C=CC=CC1)(C=1C=CC=CC1)C=1C=CC=CC1 (tetrakis(triphenylphosphine)palladium). The solvent is O1CCCC1 (tetrahydrofuran). Run at temperature 80 celsius, time 2 hour. The product is Cl.ClC=1C=C(CNC2=NN=C(C3=CC=C(C=C23)C#N)C2=CC=C(C=C2)OC)C=CC1OC (4-(3-Chloro-4-methoxybenzyl)amino-6-cyano-1-(4-methoxyphenyl)phthalazine hydrochloride). The yield is 39.1%. RXN SMILES: [Cl:1][C:2]1[C:11]2[C:6](=[CH:7][C:8]([C:12]#[N:13])=[CH:9][CH:10]=2)[C:5]([NH:14][CH2:15][C:16]2[CH:21]=[CH:20][C:19]([O:22][CH3:23])=[C:18]([Cl:24])[CH:17]=2)=[N:4][N:3]=1.[CH3:25][O:26][C:27]1[CH:32]=[CH:31][C:30](OB(O)O)=[CH:29][CH:28]=1.C1(C)C=CC=CC=1.C(=O)([O-])[O-].[Na+].[Na+]>C1C=CC([P]([Pd]([P](C2C=CC=CC=2)(C2C=CC=CC=2)C2C=CC=CC=2)([P](C2C=CC=CC=2)(C2C=CC=CC=2)C2C=CC=CC=2)[P](C2C=CC=CC=2)(C2C=CC=CC=2)C2C=CC=CC=2)(C2C=CC=CC=2)C2C=CC=CC=2)=CC=1.O1CCCC1>[ClH:1].[Cl:24][C:18]1[CH:17]=[C:16]([CH:21]=[CH:20][C:19]=1[O:22][CH3:23])[CH2:15][NH:14][C:5]1[C:6]2[C:11](=[CH:10][CH:9]=[C:8]([C:12]#[N:13])[CH:7]=2)[C:2]([C:30]2[CH:31]=[CH:32][C:27]([O:26][CH3:25])=[CH:28][CH:29]=2)=[N:3][N:4]=1 |f:3.4.5,8.9,^1:53,55,74,93|. Procedure: 423 mg of tetrakis(triphenylphosphine)palladium (0) was added to a mixture of 1.0 g 1-chloro-4-(3-chloro-4-methoxybenzyl)amino-6-cyanophthalazine, 423 mg 4-methoxyphenylboric acid, 30 ml toluene, 30 ml tetrahydrofuran, and 30 ml of 2 M aqueous sodium carbonate in a nitrogen atmosphere. The mixture was stirred at 80° C. for 2 hr, and further at 10° C. for 15.5 hr. The reaction solution was returned to room temperature and extracted with aqueous ammonium chloride and ethyl acetate. The organic lay... Reactants: BrCC(C(CBr)=O)=O (1,4-dibromo 2,3-butanedione), C(C)OC(OCC)OCC (triethylorthoformate), S(O)(O)(=O)=O (sulfuric acid), CCCCCC (hexane). The solvent is C(Cl)(Cl)Cl (chloroform). Run at time 14 hour. Product: BrCC(C(CBr)=O)(OCC)OCC (1,4-dibromo-2,2-diethoxy-3-butanone). The yield is 84.0%. As a reaction SMILES: [Br:1][CH2:2][C:3](=[O:8])[C:4](=[O:7])[CH2:5][Br:6].[CH2:9]([O:11]C(OCC)OCC)[CH3:10].S(=O)(=O)(O)O.[CH3:24][CH2:25]CCCC>C(Cl)(Cl)Cl>[Br:1][CH2:2][C:3]([O:11][CH2:9][CH3:10])([O:8][CH2:24][CH3:25])[C:4](=[O:7])[CH2:5][Br:6]. Procedure details: A mixture of 40 g (0.164 mol) of 1,4-dibromo 2,3-butanedione, 60 ml (0.36 M) of triethylorthoformate, and 2 ml of concentrated sulfuric acid was stirred at room temperature for 14 hours, then diluted with 600 ml of chloroform, and washed successively with 100 ml portions of water, 0.5 N hydrochloric acid and saturated sodium chloride solution. The organic solution was dried over anhydrous sodium sulfate filtered, and evaporated leaving an oil. The oil was taken up into 300 ml of hexane and filte... The reactants are ClC1=CC=C(C=C1)C=1ON=C2C1C=CC=C2CBr (3-(4-chlorophenyl)-7-(bromomethyl)-2,1-benzisoxazole), [C-]#N.[K+] (potassium cyanide), O1CCOCC1 (dioxane), O (water). Solvent: C(Cl)Cl (methylene chloride). The product is ClC1=CC=C(C=C1)C=1ON=C2C1C=CC=C2CC#N (3-(4-Chlorophenyl)-2,1-benzisoxazol-7-acetonitrile). The yield is 60.0%. As a reaction SMILES: [Cl:1][C:2]1[CH:7]=[CH:6][C:5]([C:8]2[O:9][N:10]=[C:11]3[C:16]([CH2:17]Br)=[CH:15][CH:14]=[CH:13][C:12]=23)=[CH:4][CH:3]=1.[C-:19]#[N:20].[K+].O1CCOCC1.O>C(Cl)Cl>[Cl:1][C:2]1[CH:7]=[CH:6][C:5]([C:8]2[O:9][N:10]=[C:11]3[C:16]([CH2:17][C:19]#[N:20])=[CH:15][CH:14]=[CH:13][C:12]=23)=[CH:4][CH:3]=1 |f:1.2|. Reported procedure: A solution of 11.5 g (0.036 mole) of crude 3-(4-chlorophenyl)-7-(bromomethyl)-2,1-benzisoxazole, 9.8 g (0.15 mole) of potassium cyanide, 150 ml of dioxane and 75 ml of water was heated at reflux under a nitrogen atmosphere for 2.5 hr. The solution was cooled and poured into 400 ml of methylene chloride. The layers were separated and the organic layer was washed with four 200 ml portions of water, dried over sodium sulfate, and concentrated to give a solid as residue. The solid was recrystallized... Starting materials: CO, CCOC(=O)CC(Cc1ccc(OCCc2cccc(NC)n2)cc1)c1ccc(C(F)(F)F)cc1, [Na+], [OH-]. Yields the product CNc1cccc(CCOc2ccc(CC(CC(=O)O)c3ccc(C(F)(F)F)cc3)cc2)n1. As a reaction SMILES: [CH3:38][OH:39].[CH3:3][NH:4][c:5]1[cH:6][cH:7][cH:8][c:9]([CH2:11][CH2:12][O:13][c:14]2[cH:15][cH:16][c:17]([CH2:20][CH:21]([CH2:22][C:23](=[O:24])[O:25][CH2:26][CH3:27])[c:28]3[cH:29][cH:30][c:31]([C:34]([F:35])([F:36])[F:37])[cH:32][cH:33]3)[cH:18][cH:19]2)[n:10]1.[Na+:2].[OH-:1]>>[CH3:3][NH:4][c:5]1[cH:6][cH:7][cH:8][c:9]([CH2:11][CH2:12][O:13][c:14]2[cH:15][cH:16][c:17]([CH2:20][CH:21]([CH2:22][C:23](=[O:24])[OH:25])[c:28]3[cH:29][cH:30][c:31]([C:34]([F:35])([F:36])[F:37])[cH:32][cH:33]3)[cH:18][cH:19]2)[n:10]1. The reactants are C(C)(C)(C)OC(=O)NC1=C(C=CC=C1)NC(C1=CC=C(C=C1)N1CCN(CC1)C)=O (N-(2-t-Butoxycarbonylaminophenyl)-4-(1-methylpiperazin-4-yl)benzamide), C(C)OCC (diethyl ether). The solvent is solution, Cl (hydrogen chloride). Reaction conditions: time 24 hour. Yields the product NC1=C(C=CC=C1)NC(C1=CC=C(C=C1)N1CCN(CC1)C)=O (N-(2-Aminophenyl)-4-(1-methylpiperazin-4-yl)benzamide). The yield is 10.7%. RXN SMILES: C(OC([NH:8][C:9]1[CH:14]=[CH:13][CH:12]=[CH:11][C:10]=1[NH:15][C:16](=[O:30])[C:17]1[CH:22]=[CH:21][C:20]([N:23]2[CH2:28][CH2:27][N:26]([CH3:29])[CH2:25][CH2:24]2)=[CH:19][CH:18]=1)=O)(C)(C)C.C(OCC)C>Cl>[NH2:8][C:9]1[CH:14]=[CH:13][CH:12]=[CH:11][C:10]=1[NH:15][C:16](=[O:30])[C:17]1[CH:18]=[CH:19][C:20]([N:23]2[CH2:24][CH2:25][N:26]([CH3:29])[CH2:27][CH2:28]2)=[CH:21][CH:22]=1. Reported procedure: N-(2-t-Butoxycarbonylaminophenyl)-4-(1-methylpiperazin-4-yl)benzamide (Method 16, 196 mg, 0.48 mmol) was dissolved in a 1M solution of hydrogen chloride in diethyl ether (7.2 ml, 7.2 mmol) and stirred at ambient temperature for 24 hours. The resultant precipitate was collected by filtration and washed with diethyl ether. To the solid was added a 2M solution of aqueous sodium hydroxide (5 ml) and the mixture extracted with ethyl acetate. The organic extract was dried over magnesium sulfate, filte... Reactants: ClC=1C=C(N)C=CC1S(N)(=O)=O (3-Chloro-4-sulphamoylaniline), ClCC(=O)Cl (chloroacetyl chloride). The product is ClCC(=O)NC1=CC(=C(C=C1)S(N)(=O)=O)Cl (2-Chloro-N-(3-chloro-4-sulphamoylphenyl)-acetamide). RXN SMILES: [Cl:1][C:2]1[CH:3]=[C:4]([CH:6]=[CH:7][C:8]=1[S:9](=[O:12])(=[O:11])[NH2:10])[NH2:5].[Cl:13][CH2:14][C:15](Cl)=[O:16]>>[Cl:13][CH2:14][C:15]([NH:5][C:4]1[CH:6]=[CH:7][C:8]([S:9](=[O:12])(=[O:11])[NH2:10])=[C:2]([Cl:1])[CH:3]=1)=[O:16]. Procedure: 3-Chloro-4-sulphamoylaniline (20.6 g) and chloroacetyl chloride (20 ml) were refluxed 45 min and the mixture worked up as in Example 2(a) to yield 23.5 g m.p.: 214°-216°. Starting materials: ClC(C(=O)OCC)=O (Ethyl chlorooxoacetate), NC1=C(C(=O)N)C=C(C=C1)Cl (2-amino-5-chlorobenzamide). Solvent: N1=CC=CC=C1 (pyridine). Run at time 18 hour. Yields the product ClC=1C=C2C(N=C(NC2=CC1)C(=O)OCC)=O (Ethyl 6-chloro-4-oxo-1,4-dihydroquinazoline-2-carboxylate). As a reaction SMILES: Cl[C:2](=O)[C:3]([O:5][CH2:6][CH3:7])=[O:4].[NH2:9][C:10]1[CH:18]=[CH:17][C:16]([Cl:19])=[CH:15][C:11]=1[C:12]([NH2:14])=[O:13]>N1C=CC=CC=1>[Cl:19][C:16]1[CH:15]=[C:11]2[C:10](=[CH:18][CH:17]=1)[NH:9][C:2]([C:3]([O:5][CH2:6][CH3:7])=[O:4])=[N:14][C:12]2=[O:13]. Procedure details: Ethyl chlorooxoacetate (2.0 ml) was added to a solution of 2-amino-5-chlorobenzamide (2.50 g) in pyridine (15 ml), and the mixture was stirred at room temperature for 18 hours. The reaction mixture was concentrated under reduced pressure, and the resultant residue was dissolved in acetic acid (50 ml). Acetic anhydride (5.0 ml) was added to the solution, and the mixture was heated under reflux for 16 hours. The solvent was distilled off under reduced pressure, and ethanol was added to the residue...